Dataset: the Open Reaction Database (ORD), a public repository of structured organic reaction records. Task: describe an organic reaction: reactants, conditions, products, and yield The reactants are [N+](=O)([O-])C1=C(C=O)C=CC=C1 (o-nitrobenzaldehyde), C(C)N(C(C1=CN=C(C=C1)C)=O)CC (N,N-diethyl-6-methylnicotinamide), C(C)(=O)OC(C)=O (acetic anhydride), C(C)N(C(C1=CN=C(C=C1)C=CC1=C(C=CC=C1)[N+](=O)[O-])=O)CC (N,N-diethyl-6-(o-nitrostyryl)-nicotinamide). The product is C(C1=CN=CC=C1)(=O)N (nicotinamide). Reaction SMILES: [N+](C1C=CC=CC=1C=O)([O-])=O.C([N:14](CC)[C:15](=[O:23])[C:16]1[CH:21]=[CH:20][C:19](C)=[N:18][CH:17]=1)C.C(OC(=O)C)(=O)C.C(N(CC)C(=O)C1C=CC(C=CC2C=CC=CC=2[N+]([O-])=O)=NC=1)C>>[C:15]([NH2:14])(=[O:23])[C:16]1[CH:21]=[CH:20][CH:19]=[N:18][CH:17]=1. Procedure details: Reaction of o-nitrobenzaldehyde (41.7 g., 0.276 mole) with N,N-diethyl-6-methylnicotinamide (53.1 g., 0.276 mole) in the presence of acetic anhydride (56.3 g., 0.552 mole) according to the method of L. Horwitz, J. Org. Chem., 21, 1039 (1956) provides 67.4 g. (75%) of N,N-diethyl-6-(o-nitrostyryl)-nicotinamide. Crystallization from acetonitrile affords the analytically pure nicotinamide having a melting point of 145°-147° C. (corr.). Starting materials: Br, Br, Clc1cccc(-c2ccccc2)n1, [K+], [K+], O=C([O-])[O-], CN(C)C=O, Oc1ccc(N2CCNCC2)cc1. The product is Oc1ccc(N2CCN(c3cccc(-c4ccccc4)n3)CC2)cc1. RXN SMILES: [BrH:1].[BrH:2].[Cl:16][c:17]1[n:18][c:19](-[c:23]2[cH:24][cH:25][cH:26][cH:27][cH:28]2)[cH:20][cH:21][cH:22]1.[K+:29].[K+:30].[O-:31][C:32]([O-:33])=[O:34].[O:35]=[CH:36][N:37]([CH3:38])[CH3:39].[OH:3][c:4]1[cH:5][cH:6][c:7]([N:10]2[CH2:11][CH2:12][NH:13][CH2:14][CH2:15]2)[cH:8][cH:9]1>>[OH:3][c:4]1[cH:5][cH:6][c:7]([N:10]2[CH2:11][CH2:12][N:13]([c:17]3[n:18][c:19](-[c:23]4[cH:24][cH:25][cH:26][cH:27][cH:28]4)[cH:20][cH:21][cH:22]3)[CH2:14][CH2:15]2)[cH:8][cH:9]1. Starting materials: CCCCCCCCCCCCOS(=O)(=O)[O-], C=Cc1ccccc1, Cc1ccccc1, C[SiH](Cl)Cl, [Na+], [Pt]. Product: Cl[SiH](Cl)CCCc1ccccc1. As a reaction SMILES: [CH2:13]([O:14][S:15]([O-:16])(=[O:17])=[O:18])[CH2:19][CH2:20][CH2:21][CH2:22][CH2:23][CH2:24][CH2:25][CH2:26][CH2:27][CH2:28][CH3:29].[CH2:1]=[CH:2][c:3]1[cH:4][cH:5][cH:6][cH:7][cH:8]1.[CH3:32][c:33]1[cH:34][cH:35][cH:36][cH:37][cH:38]1.[CH3:9][SiH:10]([Cl:11])[Cl:12].[Na+:30].[Pt:31]>>[CH2:1]([CH2:2][c:3]1[cH:4][cH:5][cH:6][cH:7][cH:8]1)[CH2:9][SiH:10]([Cl:11])[Cl:12]. The reactants are BrCC1=CC=C(C=C1)C1=C(C(=O)C2=CC=CC=C2)C=CC=C1 (4-bromomethylphenylbenzophenone), CC1=CC=C(C(=O)C2=CC=CC=C2)C=C1 (4-methylbenzophenone), BrN1C(CCC1=O)=O (N-bromosuccinimide), C(C1=CC=CC=C1)(=O)OOC(C1=CC=CC=C1)=O (benzoyl peroxide). The solvent is C(C)#N (acetonitrile). Run at temperature 80 celsius. Product: BrCC1=CC=C(C(=O)C2=CC=CC=C2)C=C1 (4-bromomethylbenzophenone). As a reaction SMILES: [CH3:1][C:2]1[CH:15]=[CH:14][C:5]([C:6]([C:8]2[CH:13]=[CH:12][CH:11]=[CH:10][CH:9]=2)=[O:7])=[CH:4][CH:3]=1.[Br:16]N1C(=O)CCC1=O.C(OOC(=O)C1C=CC=CC=1)(=O)C1C=CC=CC=1.BrCC1C=CC(C2C=CC=CC=2C(C2C=CC=CC=2)=O)=CC=1>C(#N)C>[Br:16][CH2:1][C:2]1[CH:15]=[CH:14][C:5]([C:6]([C:8]2[CH:13]=[CH:12][CH:11]=[CH:10][CH:9]=2)=[O:7])=[CH:4][CH:3]=1. Procedure details: To a 200-mL flask equipped with a reflux condenser were added 25.1 g of 4-methylbenzophenone (Aldrich), 22.8 g of N-bromosuccinimide (Wako Pure Chemical Industries, Ltd.), 0.54 g of benzoyl peroxide (containing 20% water, Wako Pure Chemical Industries, Ltd.), and 80 g of acetonitrile, which were heated to 80° C. and were made react under reflux for 2 hours. After cooling, the solvent was distilled away and the residue was recrystallized from 160 g of methanol, so that 26 g of intermediate (H10) ...